From a dataset of the Open Reaction Database (ORD), a public repository of structured organic reaction records. describe an organic reaction: reactants, conditions, products, and yield Reactants: O=C([O-])[O-], COCc1c(C(=O)OC(C)C)ncc2[nH]c3ccc(O)cc3c12, CC(C)O, ClCc1ccccc1Cl, [K+], [K+]. Product: COCc1c(C(=O)OC(C)C)ncc2[nH]c3ccc(OCc4ccccc4Cl)cc3c12. Reaction SMILES: [C:24](=[O:25])([O-:26])[O-:27].[CH:1]([CH3:2])([CH3:3])[O:4][C:5](=[O:6])[c:7]1[n:8][cH:9][c:10]2[nH:11][c:12]3[cH:13][cH:14][c:15]([OH:23])[cH:16][c:17]3[c:18]2[c:19]1[CH2:20][O:21][CH3:22].[CH:39]([OH:40])([CH3:41])[CH3:42].[Cl:30][c:31]1[c:32]([CH2:33][Cl:34])[cH:35][cH:36][cH:37][cH:38]1.[K+:28].[K+:29]>>[CH:1]([CH3:2])([CH3:3])[O:4][C:5](=[O:6])[c:7]1[n:8][cH:9][c:10]2[nH:11][c:12]3[cH:13][cH:14][c:15]([O:23][CH2:33][c:32]4[c:31]([Cl:30])[cH:38][cH:37][cH:36][cH:35]4)[cH:16][c:17]3[c:18]2[c:19]1[CH2:20][O:21][CH3:22]. Starting materials: COCCCOC1=C(C(=[N+](C=C1)[O-])C)C (4-(3-methoxypropoxy)-2,3-dimethylpyridine N-oxide), C(C)(=O)OC(C)=O (acetic anhydride). The product is C(C)(=O)OCC1=NC=CC(=C1C)OCCCOC (2-acetoxymethyl-4-(3-methoxypropoxy)-3-methylpyridine). RXN SMILES: [CH3:1][O:2][CH2:3][CH2:4][CH2:5][O:6][C:7]1[CH:12]=[CH:11][N+:10]([O-])=[C:9]([CH3:14])[C:8]=1[CH3:15].[C:16]([O:19]C(=O)C)(=[O:18])[CH3:17]>>[C:16]([O:19][CH2:14][C:9]1[C:8]([CH3:15])=[C:7]([O:6][CH2:5][CH2:4][CH2:3][O:2][CH3:1])[CH:12]=[CH:11][N:10]=1)(=[O:18])[CH3:17]. Procedure: 20 ml of acetic anhydride was added to 760 mg (3.6 mmol) of 4-(3-methoxypropoxy)-2,3-dimethylpyridine N-oxide to carry out the reaction at 90° C. for one hour. The reaction mixture was distilled to remove the acetic anhydride, followed by the addition of a saturated aqueous solution of sodium hydrogencarbonate. The obtained mixture was extracted with chloroform. The extract was concentrated to obtain 700 mg of 2-acetoxymethyl-4-(3-methoxypropoxy)-3-methylpyridine as a brown oil.